From a dataset of the Open Reaction Database (ORD), a public repository of structured organic reaction records. describe an organic reaction: reactants, conditions, products, and yield The reactants are C(C)(C)N(C(C)C)CC (N,N-Diisopropylethylamine), C1(=CC=CC=C1)N=C=O (phenylisocyanate), [Si](C)(C)(C(C)(C)C)OC1=C(C=CC(=C1)O[Si](C)(C)C(C)(C)C)[C@@H]1CC[C@H](CC1)O (trans-4-(2,4-bis{[tert-butyl(dimethyl)silyl]oxy}phenyl)cyclohexanol). The solvent is ClCCl (dichloromethane). Run at time 96 hour. The product is C1(=CC=CC=C1)NC(O[C@@H]1CC[C@H](CC1)C1=C(C=C(C=C1)O[Si](C)(C)C(C)(C)C)O[Si](C)(C)C(C)(C)C)=O (trans-4-(2,4-Bis{[tert-butyl(dimethyl)silyl]oxy}phenyl)cyclohexyl Phenylcarbamate). Isolated yield 79.0%. RXN SMILES: C(N(CC)C(C)C)(C)C.[C:10]1([N:16]=[C:17]=[O:18])[CH:15]=[CH:14][CH:13]=[CH:12][CH:11]=1.[Si:19]([O:26][C:27]1[CH:32]=[C:31]([O:33][Si:34]([C:37]([CH3:40])([CH3:39])[CH3:38])([CH3:36])[CH3:35])[CH:30]=[CH:29][C:28]=1[C@H:41]1[CH2:46][CH2:45][C@H:44]([OH:47])[CH2:43][CH2:42]1)([C:22]([CH3:25])([CH3:24])[CH3:23])([CH3:21])[CH3:20]>ClCCl>[C:10]1([NH:16][C:17](=[O:18])[O:47][C@H:44]2[CH2:43][CH2:42][C@H:41]([C:28]3[CH:29]=[CH:30][C:31]([O:33][Si:34]([C:37]([CH3:38])([CH3:39])[CH3:40])([CH3:36])[CH3:35])=[CH:32][C:27]=3[O:26][Si:19]([C:22]([CH3:23])([CH3:24])[CH3:25])([CH3:21])[CH3:20])[CH2:46][CH2:45]2)[CH:15]=[CH:14][CH:13]=[CH:12][CH:11]=1. Reported procedure: N,N-Diisopropylethylamine (100 μl) and phenylisocyanate (55 μl) were added to a stirred solution of trans-4-(2,4-bis{[tert-butyl(dimethyl)silyl]oxy}phenyl)cyclohexanol (50 mg) in anhydrous dichloromethane (2 ml). After 96 hr at 40° C., the reaction mixture was partitioned between ethyl acetate (50 ml) and water (50 ml). The aqueous layer was extracted with ethyl acetate (2×50 ml). The combined organic extracts were washed with brine (50 ml); dried over magnesium sulfate and evaporated in vacuo. ... Starting materials: O=C(CBr)c1nccs1, CN1CCC(C(=O)OC(c2cccc(F)c2)c2cccc(F)c2)CC1, CCOC(C)=O. Yields the product [Br-], C[N+]1(CC(=O)c2nccs2)CCC(C(=O)OC(c2cccc(F)c2)c2cccc(F)c2)CC1. As a reaction SMILES: [Br:26][CH2:27][C:28](=[O:29])[c:30]1[s:31][cH:32][cH:33][n:34]1.[CH3:1][N:2]1[CH2:3][CH2:4][CH:5]([C:8](=[O:9])[O:10][CH:11]([c:12]2[cH:13][c:14]([F:18])[cH:15][cH:16][cH:17]2)[c:19]2[cH:20][c:21]([F:25])[cH:22][cH:23][cH:24]2)[CH2:6][CH2:7]1.[CH3:35][CH2:36][O:37][C:38]([CH3:39])=[O:40]>>[Br-:26].[CH3:1][N+:2]1([CH2:27][C:28](=[O:29])[c:30]2[s:31][cH:32][cH:33][n:34]2)[CH2:3][CH2:4][CH:5]([C:8](=[O:9])[O:10][CH:11]([c:12]2[cH:13][c:14]([F:18])[cH:15][cH:16][cH:17]2)[c:19]2[cH:20][c:21]([F:25])[cH:22][cH:23][cH:24]2)[CH2:6][CH2:7]1. Reactants: O=Cc1cc(Cl)cc(Br)c1O, C1CCOC1, C[Si](C)(C)[N-][Si](C)(C)C, COC(=O)CP(=O)(OCC(F)(F)F)OCC(F)(F)F, [K+], C1COCCOCCOCCOCCOCCO1. Yields the product COC(=O)C=Cc1cc(Cl)cc(Br)c1O. As a reaction SMILES: [Br:48][c:49]1[c:50]([OH:58])[c:51]([CH:52]=[O:53])[cH:54][c:55]([Cl:57])[cH:56]1.[CH2:59]1[O:60][CH2:61][CH2:62][CH2:63]1.[CH3:38][Si:39]([CH3:40])([CH3:41])[N-:42][Si:43]([CH3:44])([CH3:45])[CH3:46].[F:1][C:2]([F:3])([F:4])[CH2:5][O:6][P:7](=[O:8])([O:9][CH2:10][C:11]([F:12])([F:18])[F:19])[CH2:13][C:14](=[O:15])[O:16][CH3:17].[K+:47].[O:20]1[CH2:21][CH2:22][O:23][CH2:24][CH2:25][O:26][CH2:27][CH2:28][O:29][CH2:30][CH2:31][O:32][CH2:33][CH2:34][O:35][CH2:36][CH2:37]1>>[CH:13]([C:14](=[O:15])[O:16][CH3:17])=[CH:52][c:51]1[c:50]([OH:58])[c:49]([Br:48])[cH:56][c:55]([Cl:57])[cH:54]1. The reactants are CC#N, O=CCCCC=O, Cl, O=[N+]([O-])C=C1NCCN1CC1CCOC1. The product is O=[N+]([O-])C1=C2N(CC3CCOC3)CCN2C2CCCC1O2. RXN SMILES: [CH3:24][C:25]#[N:26].[CH:16]([CH2:17][CH2:18][CH2:19][CH:20]=[O:21])=[O:22].[ClH:23].[N+:1](=[O:2])([O-:3])[CH:4]=[C:5]1[N:6]([CH2:10][CH:11]2[CH2:12][O:13][CH2:14][CH2:15]2)[CH2:7][CH2:8][NH:9]1>>[N+:1](=[O:2])([O-:3])[C:4]1=[C:5]2[N:6]([CH2:10][CH:11]3[CH2:12][O:13][CH2:14][CH2:15]3)[CH2:7][CH2:8][N:9]2[CH:20]2[CH2:19][CH2:18][CH2:17][CH:16]1[O:22]2.